Dataset: the Open Reaction Database (ORD), a public repository of structured organic reaction records. Task: describe an organic reaction: reactants, conditions, products, and yield Starting materials: CCOC(=O)CBr, OCc1cn(C(c2ccccc2)(c2ccccc2)c2ccccc2)cn1, CN(C)C=O, [H-], [I-], [K+], [Na+], O. Yields the product CCOC(=O)COCc1cn(C(c2ccccc2)(c2ccccc2)c2ccccc2)cn1. Reaction SMILES: [Br:29][CH2:30][C:31](=[O:32])[O:33][CH2:34][CH3:35].[C:3]([c:4]1[cH:5][cH:6][cH:7][cH:8][cH:9]1)([c:10]1[cH:11][cH:12][cH:13][cH:14][cH:15]1)([c:16]1[cH:17][cH:18][cH:19][cH:20][cH:21]1)[n:22]1[cH:23][n:24][c:25]([CH2:27][OH:28])[cH:26]1.[CH3:38][N:39]([CH3:40])[CH:41]=[O:42].[H-:1].[I-:37].[K+:36].[Na+:2].[OH2:43]>>[C:3]([c:4]1[cH:5][cH:6][cH:7][cH:8][cH:9]1)([c:10]1[cH:11][cH:12][cH:13][cH:14][cH:15]1)([c:16]1[cH:17][cH:18][cH:19][cH:20][cH:21]1)[n:22]1[cH:23][n:24][c:25]([CH2:27][O:28][CH2:30][C:31](=[O:32])[O:33][CH2:34][CH3:35])[cH:26]1. The reactants are C1CCOC1, COC(=O)C1CCC(c2nc(-c3ccncc3)no2)CC1, [Li+], [OH-], O. Product: O=C(O)C1CCC(c2nc(-c3ccncc3)no2)CC1. As a reaction SMILES: [CH2:25]1[O:26][CH2:27][CH2:28][CH2:29]1.[CH3:4][O:5][C:6](=[O:7])[CH:8]1[CH2:9][CH2:10][CH:11]([c:14]2[n:15][c:16](-[c:19]3[cH:20][cH:21][n:22][cH:23][cH:24]3)[n:17][o:18]2)[CH2:12][CH2:13]1.[Li+:2].[OH-:3].[OH2:1]>>[O:5]=[C:6]([OH:7])[CH:8]1[CH2:9][CH2:10][CH:11]([c:14]2[n:15][c:16](-[c:19]3[cH:20][cH:21][n:22][cH:23][cH:24]3)[n:17][o:18]2)[CH2:12][CH2:13]1. Starting materials: NC1=NC=C(C=N1)C1=C(C=C(C=N1)B(O)O)F ((6-(2-aminopyrimidin-5-yl)-5-fluoropyridin-3-yl)boronic acid), BrC1=C(C=C(C=C1)C(F)(F)F)S(=O)(=O)NCC (2-bromo-N-ethyl-5-(trifluoromethyl)benzenesulfonamide). The product is NC1=NC=C(C=N1)C1=C(C=C(C=N1)C1=C(C=C(C=C1)C(F)(F)F)S(=O)(=O)NCC)F (2-[6-(2-Aminopyrimidin-5-yl)-5-fluoropyridin-3-yl]-N-ethyl-5-(trifluoromethyl)benzenesulfonamide). Reaction SMILES: [NH2:1][C:2]1[N:7]=[CH:6][C:5]([C:8]2[N:13]=[CH:12][C:11](B(O)O)=[CH:10][C:9]=2[F:17])=[CH:4][N:3]=1.Br[C:19]1[CH:24]=[CH:23][C:22]([C:25]([F:28])([F:27])[F:26])=[CH:21][C:20]=1[S:29]([NH:32][CH2:33][CH3:34])(=[O:31])=[O:30]>>[NH2:1][C:2]1[N:7]=[CH:6][C:5]([C:8]2[N:13]=[CH:12][C:11]([C:19]3[CH:24]=[CH:23][C:22]([C:25]([F:28])([F:26])[F:27])=[CH:21][C:20]=3[S:29]([NH:32][CH2:33][CH3:34])(=[O:31])=[O:30])=[CH:10][C:9]=2[F:17])=[CH:4][N:3]=1. Reported procedure: The title compound was prepared in a manner similar to that described in Example 427 using (6-(2-aminopyrimidin-5-yl)-5-fluoropyridin-3-yl)boronic acid and 2-bromo-N-ethyl-5-(trifluoromethyl)benzenesulfonamide. MS (ESI): mass calcd. for C18H15F4N5O2S, 441.09; m/z found, 442.0 [M+H]+. 1H NMR (400 MHz, CD3OD) δ 8.94 (d, J=1.1, 2H), 8.51-8.46 (m, 1H), 8.37-8.31 (m, 1H), 8.03 (dd, J=8.1, 1.9, 1H), 7.81 (dd, J=11.9, 1.8, 1H), 7.68 (d, J=7.9, 1H), 2.86 (q, J=7.3, 2H), 1.02 (t, J=7.2, 3H). The reactants are CC(C)[C@@H](C(=O)O)NC(=O)OCC1=CC=CC=C1 (Z-L-valine), N1CCC(CC1)OCC(=O)OC(C)(C)C (t-butyl 4-piperidinyloxyacetate). Product: C(C1=CC=CC=C1)OC(=O)N[C@@H](C(C)C)C(=O)N1CCC(CC1)OCC(=O)OC(C)(C)C (t-butyl [[1-[N-[(benzyloxy)carbonyl]-L-valyl]-4-piperidinyl]oxy]acetate). Isolated yield 96.0%. RXN SMILES: [CH3:1][CH:2]([C@H:4]([NH:8][C:9]([O:11][CH2:12][C:13]1[CH:18]=[CH:17][CH:16]=[CH:15][CH:14]=1)=[O:10])[C:5]([OH:7])=O)[CH3:3].[NH:19]1[CH2:24][CH2:23][CH:22]([O:25][CH2:26][C:27]([O:29][C:30]([CH3:33])([CH3:32])[CH3:31])=[O:28])[CH2:21][CH2:20]1>>[CH2:12]([O:11][C:9]([NH:8][C@H:4]([C:5]([N:19]1[CH2:20][CH2:21][CH:22]([O:25][CH2:26][C:27]([O:29][C:30]([CH3:33])([CH3:32])[CH3:31])=[O:28])[CH2:23][CH2:24]1)=[O:7])[CH:2]([CH3:1])[CH3:3])=[O:10])[C:13]1[CH:18]=[CH:17][CH:16]=[CH:15][CH:14]=1. Procedure details: By coupling 2.5 g of Z-L-valine with 2 g of t-butyl 4-piperidinyloxyacetate as described in Example 2b) there are obtained 4 g of t-butyl [[1-[N-[(benzyloxy)carbonyl]-L-valyl]-4-piperidinyl]oxy]acetate, MS (EI): 449 (M+H)+. The reactants are C(C)OC(=O)C1N(C2=CC=CC=C2C1)C(C=C)=O (2,3-dihydro-1-(1-oxo-2-propenyl)-1H-indole-2-carboxylic acid ethyl ester), CS(=O)C (dimethylsulfoxide), [OH-].[K+] (potassium hydroxide). The solvent is O (water), [OH-].[Na+] (sodium hydroxide). Run at time 2.5 day. The product is O=C(C=C)N1C(CC2=CC=CC=C12)C(=O)O (2,3-Dihydro-1-(1-oxo-2-propenyl)-1H-indole-2-carboxylic acid). Reaction SMILES: C([O:3][C:4]([CH:6]1[CH2:14][C:13]2[C:8](=[CH:9][CH:10]=[CH:11][CH:12]=2)[N:7]1[C:15](=[O:18])[CH:16]=[CH2:17])=[O:5])C.CS(C)=O.[OH-].[K+]>O.[OH-].[Na+]>[O:18]=[C:15]([N:7]1[C:8]2[C:13](=[CH:12][CH:11]=[CH:10][CH:9]=2)[CH2:14][CH:6]1[C:4]([OH:5])=[O:3])[CH:16]=[CH2:17] |f:2.3,5.6|. Reported procedure: A mixture of 2,3-dihydro-1-(1-oxo-2-propenyl)-1H-indole-2-carboxylic acid ethyl ester (14.4 g.), 80% aqueous dimethylsulfoxide (200 ml.) and potassium hydroxide (86% pellets, 3.83 g.) was stirred under nitrogen atmosphere for 2.5 days at room temperature, then evaporated under reduced pressure on a rotary evaporator to give an oily residue. The residue was dissolved in water with the aide of a small amount of dilute sodium hydroxide solution. The aqueous solution was washed with ether twice, the... Starting materials: CC1=CC(=NC=C1[N+](=O)[O-])C(F)(F)F (4-methyl-5-nitro-2-(trifluoromethyl)pyridine). Reagents/catalysts: [Pt]=O (platinum oxide). Run in CCO (EtOH). Yields the product CC1=C(C=NC(=C1)C(F)(F)F)N (4-methyl-6-(trifluoromethyl)pyridin-3-amine). As a reaction SMILES: [CH3:1][C:2]1[C:7]([N+:8]([O-])=O)=[CH:6][N:5]=[C:4]([C:11]([F:14])([F:13])[F:12])[CH:3]=1>CCO.[Pt]=O>[CH3:1][C:2]1[CH:3]=[C:4]([C:11]([F:14])([F:12])[F:13])[N:5]=[CH:6][C:7]=1[NH2:8]. Reported procedure: A suspension of platinum oxide (36.9 mg) in a solution of 4-methyl-5-nitro-2-(trifluoromethyl)pyridine (369.4 mg, 0.162 mmol) in EtOH (12.7 mL) was stirred under a balloon of H2 for 5½ h. The reaction mixture was filtered through a plug of Celite and the filtrate was concentrated in vacuo to afford 4-methyl-6-(trifluoromethyl)pyridin-3-amine. LCMS calc.=177.1; found=177.1 (M+1)+. 1H NMR (600 MHz, CDCl3): δ 8.04 (s, 1H); 7.27 (s, 1H); 4.28 (s, 2H); 2.15 (s, 3H).